Dataset: the Open Reaction Database (ORD), a public repository of structured organic reaction records. Task: describe an organic reaction: reactants, conditions, products, and yield Reactants: NC1=NC(=CC(=N1)N1CCC2(C[C@H](NC2)C(=O)O)CC1)O[C@@H](C(F)(F)F)C1=C(C=C(C=C1)C1=CC(=C(C=C1)C)C)N1N=C(C=C1)C ((S)-8-(2-amino-6-((R)-1-(3′,4′-dimethyl-3-(3-methyl-1H-pyrazol-1-yl)-[1,1′-biphenyl]-4-yl)-2,2,2-trifluoroethoxy)pyrimidin-4-yl)-2,8-diazaspiro[4.5]decane-3-carboxylic acid), NC1=NC(=CC(=N1)N1CCC2(C[C@@H](N(C2)C(=O)OCC2=CC=CC=C2)C(=O)OCC)CC1)O[C@H](C(F)(F)F)C1=C(C=C(C=C1)Cl)N1N=C(C=C1)C ((R)-2-benzyl 3-ethyl 8-(2-amino-6-((S)-1-(4-chloro-2-(3-methyl-1H-pyrazol-1-yl)phenyl)-2,2,2-trifluoroethoxy)pyrimidin-4-yl)-2,8-diazaspiro[4.5]decane-2,3-dicarboxylate). Yields the product NC1=NC(=CC(=N1)N1CCC2(C[C@@H](NC2)C(=O)O)CC1)O[C@H](C(F)(F)F)C1=C(C=C(C=C1)C1=CC(=C(C=C1)C)C)N1N=C(C=C1)C ((R)-8-(2-amino-6-((S)-1-(3′,4′-dimethyl-3-(3-methyl-1H-pyrazol-1-yl)-[1,1′-biphenyl]-4-yl)-2,2,2-trifluoroethoxy)pyrimidin-4-yl)-2,8-diazaspiro[4.5]decane-3-carboxylic acid). RXN SMILES: [NH2:1][C:2]1[N:7]=[C:6]([N:8]2[CH2:20][CH2:19][C:11]3([CH2:15][NH:14][C@H:13]([C:16]([OH:18])=[O:17])[CH2:12]3)[CH2:10][CH2:9]2)[CH:5]=[C:4]([O:21][C@H:22]([C:27]2[CH:32]=[CH:31][C:30]([C:33]3[CH:38]=[CH:37][C:36]([CH3:39])=[C:35]([CH3:40])[CH:34]=3)=[CH:29][C:28]=2[N:41]2[CH:45]=[CH:44][C:43]([CH3:46])=[N:42]2)[C:23]([F:26])([F:25])[F:24])[N:3]=1.NC1N=C(N2CCC3(CN(C(OCC4C=CC=CC=4)=O)[C@@H](C(OCC)=O)C3)CC2)C=C(O[C@@H](C2C=CC(Cl)=CC=2N2C=CC(C)=N2)C(F)(F)F)N=1>>[NH2:1][C:2]1[N:7]=[C:6]([N:8]2[CH2:20][CH2:19][C:11]3([CH2:15][NH:14][C@@H:13]([C:16]([OH:18])=[O:17])[CH2:12]3)[CH2:10][CH2:9]2)[CH:5]=[C:4]([O:21][C@@H:22]([C:27]2[CH:32]=[CH:31][C:30]([C:33]3[CH:38]=[CH:37][C:36]([CH3:39])=[C:35]([CH3:40])[CH:34]=3)=[CH:29][C:28]=2[N:41]2[CH:45]=[CH:44][C:43]([CH3:46])=[N:42]2)[C:23]([F:26])([F:25])[F:24])[N:3]=1. Procedure details: The title compound was prepared as described above for (R)-8-(2-amino-6-((R)-1-(3′,4′-dimethyl-3-(3-methyl-1H-pyrazol-1-yl)-[1,1′-biphenyl]-4-yl)-2,2,2-trifluoroethoxy)pyrimidin-4-yl)-2,8-diazaspiro[4.5]decane-3-carboxylic acid (Example 1m) by using (R)-2-benzyl 3-ethyl 8-(2-amino-6-((S)-1-(4-chloro-2-(3-methyl-1H-pyrazol-1-yl)phenyl)-2,2,2-trifluoroethoxy)pyrimidin-4-yl)-2,8-diazaspiro[4.5]decane-2,3-dicarboxylate. Starting materials: C(C(=O)O)(=O)O (oxalic acid), ClCCCOC=1C=2C=CNC2C=CC1 (1-chloro-3-(1H-indole-4-oxy) propane), [OH-].[K+] (potassium hydroxide), C1(CC1)COC1=C2C(=CNC2=CC=C1)C1CCNCC1 (4-(4-cyclopropylmethoxy-1H-indol-3-yl) piperidine), C1(CC1)COC1=C2C=CNC2=CC=C1 (4-cyclopropylmethoxyindole), Cl.O.N1CCC(CC1)=O (4-piperidone monohydrate hydrochloride). Reagents/catalysts: [Pd] (palladium on carbon). Run in C(C)(=O)OCC (ethyl acetate), CO (methanol), CO (methanol), C(C)(=O)OCC (ethyl acetate). Yields the product O.C(C(=O)O)(=O)O.N1C=CC2=C(C=CC=C12)OCCCN1CCC(CC1)C1=CNC2=CC=CC(=C12)OCC1CC1 (1-(4-indolyloxy)-3-[4-(4-cyclopropylmethoxy-1H-indol-3-yl)piperidin-1-yl]propane ethanedioate monohydrate). Reaction SMILES: ClCCC[O:5]C1C2C=CNC=2C=CC=1.[CH:15]1([CH2:18][O:19][C:20]2[CH:28]=[CH:27][CH:26]=[C:25]3[C:21]=2[C:22]([CH:29]2[CH2:34][CH2:33][NH:32][CH2:31][CH2:30]2)=[CH:23][NH:24]3)[CH2:17][CH2:16]1.[CH:35]1([CH2:38][O:39][C:40]2[CH:48]=[CH:47][CH:46]=[C:45]3[C:41]=2[CH:42]=[CH:43][NH:44]3)C[CH2:36]1.Cl.O.N1CCC(=O)CC1.[OH-].[K+].[C:60]([OH:65])(=[O:64])[C:61]([OH:63])=[O:62]>[Pd].CO.C(OCC)(=O)C>[OH2:5].[C:60]([OH:65])(=[O:64])[C:61]([OH:63])=[O:62].[NH:44]1[C:45]2[C:41](=[C:40]([O:39][CH2:38][CH2:35][CH2:36][N:32]3[CH2:33][CH2:34][CH:29]([C:22]4[C:21]5[C:25](=[CH:26][CH:27]=[CH:28][C:20]=5[O:19][CH2:18][CH:15]5[CH2:16][CH2:17]5)[NH:24][CH:23]=4)[CH2:30][CH2:31]3)[CH:48]=[CH:47][CH:46]=2)[CH:42]=[CH:43]1 |f:3.4.5,6.7,12.13.14|. Procedure: The title compound was prepared according to Example 99 from 1-chloro-3-(1H-indole-4-oxy) propane and 4-(4-cyclopropylmethoxy-1H-indol-3-yl) piperidine (which was prepared by condensing 4-cyclopropylmethoxyindole with 4-piperidone monohydrate hydrochloride in refluxing methanol with potassium hydroxide, followed by reduction of the unsaturation with palladium on carbon in methanol). The resulting free base was dissolved in ethyl acetate, and precipitated with one equivalent of oxalic acid in eth... Starting materials: N#CCBr, O=C([O-])[O-], CC(=O)O, CC#N, [Cs+], [Cs+], COc1cc(-c2nn(C3CCNCC3)c3ncnc(N)c23)ccc1NC(=O)c1ccc(C(F)(F)F)cc1F, N, CN(C)C=O. The product is COc1cc(-c2nn(C3CCN(CC#N)CC3)c3ncnc(N)c23)ccc1NC(=O)c1ccc(C(F)(F)F)cc1F. As a reaction SMILES: [Br:39][CH2:40][C:41]#[N:42].[C:43](=[O:44])([O-:45])[O-:46].[C:49]([OH:50])(=[O:51])[CH3:52].[CH3:59][C:60]#[N:61].[Cs+:47].[Cs+:48].[NH2:1][c:2]1[c:3]2[c:4]([n:5][cH:6][n:7]1)[n:8]([CH:33]1[CH2:34][CH2:35][NH:36][CH2:37][CH2:38]1)[n:9][c:10]2-[c:11]1[cH:12][c:13]([O:31][CH3:32])[c:14]([NH:17][C:18]([c:19]2[c:20]([F:29])[cH:21][c:22]([C:25]([F:26])([F:27])[F:28])[cH:23][cH:24]2)=[O:30])[cH:15][cH:16]1.[NH3:53].[O:54]=[CH:55][N:56]([CH3:57])[CH3:58]>>[NH2:1][c:2]1[c:3]2[c:4]([n:5][cH:6][n:7]1)[n:8]([CH:33]1[CH2:34][CH2:35][N:36]([CH2:40][C:41]#[N:42])[CH2:37][CH2:38]1)[n:9][c:10]2-[c:11]1[cH:12][c:13]([O:31][CH3:32])[c:14]([NH:17][C:18]([c:19]2[c:20]([F:29])[cH:21][c:22]([C:25]([F:26])([F:27])[F:28])[cH:23][cH:24]2)=[O:30])[cH:15][cH:16]1. Reactants: O (water), C(C1=CC=CC=C1)O (Benzyl alcohol), [H-].[Na+] (sodium hydride), ClC1=NC=C(C(=N1)Cl)[N+](=O)[O-] (2,4-dichloro-5-nitropyrimidine). The solvent is CN(C)C=O (DMF). Run at temperature 0 celsius, time 30 minute. Product: C(C1=CC=CC=C1)OC1=NC(=NC=C1[N+](=O)[O-])Cl (4-(benzyloxy)-2-chloro-5-nitropyrimidine). The yield is 4.9%. As a reaction SMILES: [CH2:1]([OH:8])[C:2]1[CH:7]=[CH:6][CH:5]=[CH:4][CH:3]=1.[H-].[Na+].[Cl:11][C:12]1[N:17]=[C:16](Cl)[C:15]([N+:19]([O-:21])=[O:20])=[CH:14][N:13]=1.O>CN(C=O)C>[CH2:1]([O:8][C:14]1[C:15]([N+:19]([O-:21])=[O:20])=[CH:16][N:17]=[C:12]([Cl:11])[N:13]=1)[C:2]1[CH:7]=[CH:6][CH:5]=[CH:4][CH:3]=1 |f:1.2|. Procedure details: Benzyl alcohol (5.57 g) was added to a suspension of sodium hydride (oil, 60%, 2.06 g) in DMF (100 mL) by small portions at 0° C., and the obtained mixture was stirred at 0° C. for 30 min. The reaction mixture was cooled to 0° C., 2,4-dichloro-5-nitropyrimidine (10.0 g) was added thereto, and the obtained mixture was stirred at 0° C. for 1 hr. To the reaction mixture was added water, and the mixture was extracted with ethyl acetate. The combined organic layer were washed with saturated brine, an... Reactants: C(C)(C)(C)OC(=O)NCCCCCCC[C@@H](C(=O)OCC)N[C@H]1CSC2=C(N(C1=O)CC(=O)OC(C)(C)C)C=CC=C2 (tert-butyl 3(R)-[8-tert-butoxycarbonylamino-1(S)-ethoxycarbonyloctyl]amino-4-oxo-2,3,4,5-tetrahydro-1,5-benzothiazepine-5-acetate), C(C)(=O)OCC.Cl (hydrogen chloride-ethyl acetate), CCOCC (Ether). Conditions: time 3.5 hour. Product: Cl.Cl.NCCCCCCC[C@@H](C(=O)OCC)N[C@H]1CSC2=C(N(C1=O)CC(=O)O)C=CC=C2 (3(R)-[8-amino-1(S)-ethoxycarbonyloctyl]amino-4-oxo-2,3,4,5-tetrahydro-1,5-benzothiazepine-5-acetic acid dihydrochloride). RXN SMILES: C(OC([NH:8][CH2:9][CH2:10][CH2:11][CH2:12][CH2:13][CH2:14][CH2:15][C@H:16]([NH:22][C@@H:23]1[C:29](=[O:30])[N:28]([CH2:31][C:32]([O:34]C(C)(C)C)=[O:33])[C:27]2[CH:39]=[CH:40][CH:41]=[CH:42][C:26]=2[S:25][CH2:24]1)[C:17]([O:19][CH2:20][CH3:21])=[O:18])=O)(C)(C)C.CCOCC.C(OCC)(=O)C.[ClH:54]>>[ClH:54].[ClH:54].[NH2:8][CH2:9][CH2:10][CH2:11][CH2:12][CH2:13][CH2:14][CH2:15][C@H:16]([NH:22][C@@H:23]1[C:29](=[O:30])[N:28]([CH2:31][C:32]([OH:34])=[O:33])[C:27]2[CH:39]=[CH:40][CH:41]=[CH:42][C:26]=2[S:25][CH2:24]1)[C:17]([O:19][CH2:20][CH3:21])=[O:18] |f:2.3,4.5.6|. Reported procedure: In 10 ml of 5N hydrogen chloride-ethyl acetate solution is dissolved 0.72 g of tert-butyl 3(R)-[8-tert-butoxycarbonylamino-1(S)-ethoxycarbonyloctyl]amino-4-oxo-2,3,4,5-tetrahydro-1,5-benzothiazepine-5-acetate, and the solution is left standing at room temperature for 3.5 hours. Ether (10 ml) is added to the solution and the deposited precipitate is dried under reduced pressure to give 0.50 g of 3(R)-[8-amino-1(S)-ethoxycarbonyloctyl]amino-4-oxo-2,3,4,5-tetrahydro-1,5-benzothiazepine-5-acetic aci...